Dataset: the Open Reaction Database (ORD), a public repository of structured organic reaction records. Task: describe an organic reaction: reactants, conditions, products, and yield Starting materials: CO\N=C(/COC1=CC=C(C=C1)CO)\C1=CC=CC=C1 ((4-{[(2Z)-2-(methoxyimino)-2-phenylethyl]oxy}phenyl) methanol), C(#N)C(CC(=O)OC)C1=CC=C(C=C1)O (methyl 3-cyano-3-(4-hydroxyphenyl)propanoate). Product: C(#N)C(CC(=O)O)C1=CC=C(C=C1)OCC1=CC=C(C=C1)OC\C(\C1=CC=CC=C1)=N/OC (3-Cyano-3-{4-[(4-{[(2Z)-2-(methoxyimino)-2-phenylethyl]oxy}benzyl)oxy]phenyl}propanoic acid). Isolated yield 34.7%. RXN SMILES: [CH3:1][O:2]/[N:3]=[C:4](/[C:15]1[CH:20]=[CH:19][CH:18]=[CH:17][CH:16]=1)\[CH2:5][O:6][C:7]1[CH:12]=[CH:11][C:10]([CH2:13][OH:14])=[CH:9][CH:8]=1.[C:21]([CH:23]([C:29]1[CH:34]=[CH:33][C:32](O)=[CH:31][CH:30]=1)[CH2:24][C:25]([O:27]C)=[O:26])#[N:22]>>[C:21]([CH:23]([C:29]1[CH:34]=[CH:33][C:32]([O:14][CH2:13][C:10]2[CH:11]=[CH:12][C:7]([O:6][CH2:5]/[C:4](=[N:3]\[O:2][CH3:1])/[C:15]3[CH:20]=[CH:19][CH:18]=[CH:17][CH:16]=3)=[CH:8][CH:9]=2)=[CH:31][CH:30]=1)[CH2:24][C:25]([OH:27])=[O:26])#[N:22]. Procedure details: Compound 16 was synthesized from (4-{[(2Z)-2-(methoxyimino)-2-phenylethyl]oxy}phenyl) methanol (0.264 g, 0.98 mmol) and methyl 3-cyano-3-(4-hydroxyphenyl)propanoate (0.2 g, 0.98 mmol) by following the procedure described in Scheme 5 (0.15 g, yield: 34.7%); Purity: 98.2%: Starting materials: O=C(O)C(F)(F)F, O=C1SC(Cc2ccc(OCc3cn4ccccc4n3)cc2)C(=O)N1C(c1ccccc1)(c1ccccc1)c1ccccc1. Yields the product O=C1NC(=O)C(Cc2ccc(OCc3cn4ccccc4n3)cc2)S1. Reaction SMILES: [OH:45][C:46]([C:47]([F:48])([F:49])[F:50])=[O:51].[n:1]1[c:2]([CH2:10][O:11][c:12]2[cH:13][cH:14][c:15]([CH2:16][CH:17]3[C:18](=[O:42])[N:19]([C:23]([c:24]4[cH:25][cH:26][cH:27][cH:28][cH:29]4)([c:30]4[cH:31][cH:32][cH:33][cH:34][cH:35]4)[c:36]4[cH:37][cH:38][cH:39][cH:40][cH:41]4)[C:20](=[O:22])[S:21]3)[cH:43][cH:44]2)[cH:3][n:4]2[c:5]1[cH:6][cH:7][cH:8][cH:9]2>>[n:1]1[c:2]([CH2:10][O:11][c:12]2[cH:13][cH:14][c:15]([CH2:16][CH:17]3[C:18](=[O:42])[NH:19][C:20](=[O:22])[S:21]3)[cH:43][cH:44]2)[cH:3][n:4]2[c:5]1[cH:6][cH:7][cH:8][cH:9]2.